This data is from the Open Reaction Database (ORD), a public repository of structured organic reaction records. The task is: describe an organic reaction: reactants, conditions, products, and yield The reactants are NC1=CC=C2C=CN(C2=C1)CC[C@H](CO[Si](C)(C)C(C)(C)C)N1C=NC(=C1)C(=O)N (1-[(R)-4-(6-aminoindol-1-yl)-1-(tert-butyldimethylsilyloxy)-2-butyl]imidazole-4-carboxamide), C1(=CC=CC=C1)CCC(=O)O (3-phenylpropionic acid), ON1N=NC2=C1C=CC=C2 (1-hydroxybenzotriazol), CN(CCCN=C=NCC)C (1-(3-dimethylaminopropyl)-3-ethylcarbodiimide). Solvent: ClCCl (dichloromethane). Reaction conditions: time 40 minute. The product is [Si](C)(C)(C(C)(C)C)OC[C@@H](CCN1C=CC2=CC=C(C=C12)NC(CCC1=CC=CC=C1)=O)N1C=NC(=C1)C(=O)N (1-[(R)-1-(tert-butyldimethylsilyloxy)-4-(6-(3-phenylpropionylamino) indol-1-yl)-2-butyl]imidazole-4-carboxamide). Isolated yield 100.3%. As a reaction SMILES: [C:1]1([CH2:7][CH2:8][C:9]([OH:11])=O)[CH:6]=[CH:5][CH:4]=[CH:3][CH:2]=1.ON1C2C=CC=CC=2N=N1.CN(C)CCCN=C=NCC.[NH2:33][C:34]1[CH:42]=[C:41]2[C:37]([CH:38]=[CH:39][N:40]2[CH2:43][CH2:44][C@@H:45]([N:55]2[CH:59]=[C:58]([C:60]([NH2:62])=[O:61])[N:57]=[CH:56]2)[CH2:46][O:47][Si:48]([C:51]([CH3:54])([CH3:53])[CH3:52])([CH3:50])[CH3:49])=[CH:36][CH:35]=1>ClCCl>[Si:48]([O:47][CH2:46][C@H:45]([N:55]1[CH:59]=[C:58]([C:60]([NH2:62])=[O:61])[N:57]=[CH:56]1)[CH2:44][CH2:43][N:40]1[C:41]2[C:37](=[CH:36][CH:35]=[C:34]([NH:33][C:9](=[O:11])[CH2:8][CH2:7][C:1]3[CH:2]=[CH:3][CH:4]=[CH:5][CH:6]=3)[CH:42]=2)[CH:38]=[CH:39]1)([C:51]([CH3:54])([CH3:52])[CH3:53])([CH3:49])[CH3:50]. Procedure details: To a stirred mixture of 3-phenylpropionic acid (46 mg, 0.304 mmol) and 1-hydroxybenzotriazol (45 mg, 0.334 mmol) in dichloromethane (5 ml) was added 1-(3-dimethylaminopropyl)-3-ethylcarbodiimide (52 mg, 0.334 mmol) at ice-bath temperature. The mixture was stirred for 40 minutes at room temperature. And then 1-[(R)-4-(6-aminoindol-1-yl)-1-(tert-butyldimethylsilyloxy)-2-butyl]imidazole-4-carboxamide (130 mg, 0.304 mmol) was added to the mixture at ice-bath temperature. After adding, the resulting ... Reactants: COC(C=C)=O (methylacrylate), FC1=CC=C(C=C1)CC#N (4-fluorophenylacetonitrile), C1CCOC1 (THF), Cl (hydrochloric acid), C[O-].[Na+] (sodium methylate). The solvent is CO (methanol). Conditions: time 15 hour. The product is COC(=O)C1C(CCC(C1)(C1=CC=C(C=C1)F)C#N)=O (5-Cyano-5-(4-fluoro-phenyl)-2-oxo-cyclohexanecarboxylic acid methyl ester). As a reaction SMILES: C[O:2][C:3](=O)[CH:4]=[CH2:5].[F:7][C:8]1[CH:13]=[CH:12][C:11]([CH2:14][C:15]#[N:16])=[CH:10][CH:9]=1.C[O-:18].[Na+].Cl.[CH2:21]1[CH2:25][O:24][CH2:23][CH2:22]1>CO>[CH3:23][O:24][C:25]([CH:21]1[CH2:22][C:14]([C:15]#[N:16])([C:11]2[CH:12]=[CH:13][C:8]([F:7])=[CH:9][CH:10]=2)[CH2:5][CH2:4][C:3]1=[O:2])=[O:18] |f:2.3|. Reported procedure: 70 mL of methylacrylate and 50 g of 4-fluorophenylacetonitrile were dissolved in a mixture of 200 mL of THF and 50 mL of dry methanol. 150 mL of sodium methylate (30% in methanol) were added dropwise, while temperature was maintained below 40° C. The mixture was stirred at room temperature for 15 h and heated for another 4 h at 50° C. When the reaction was complete, the mixture was allowed to cool to room temperature and poured onto a cold 2N aqueous hydrochloric acid solution. The aqueous layer... Reactants: C(C1=CC=CC=C1)SC1=NC=C2C(=N1)N(C(N(C2)C2=C(C=CC=C2)Cl)=O)CCN(CC)CC (7-benzylthio-3-(2-chlorophenyl)-1-(2-diethylaminoethyl)-3,4-dihydropyrimido[4,5-d]pyrimidin-2(1H)-one), ClC=1C=C(C(=O)OO)C=CC1 (3-chloroperoxybenzoic acid). Run in ClCCl (dichloromethane). Run at time 1 hour. The product is C(C1=CC=CC=C1)S(=O)C1=NC=C2C(=N1)N(C(N(C2)C2=C(C=CC=C2)Cl)=O)CCN(CC)CC (7-benzylsulfinyl-3-(2-chlorophenyl)-1-(2-diethylamino-ethyl)-3,4-dihydropyrimido[4,5-d]pyrimidin-2(1H)-one). Reaction SMILES: [CH2:1]([S:8][C:9]1[N:14]=[C:13]2[N:15]([CH2:27][CH2:28][N:29]([CH2:32][CH3:33])[CH2:30][CH3:31])[C:16](=[O:26])[N:17]([C:19]3[CH:24]=[CH:23][CH:22]=[CH:21][C:20]=3[Cl:25])[CH2:18][C:12]2=[CH:11][N:10]=1)[C:2]1[CH:7]=[CH:6][CH:5]=[CH:4][CH:3]=1.ClC1C=C(C=CC=1)C(OO)=[O:39]>ClCCl>[CH2:1]([S:8]([C:9]1[N:14]=[C:13]2[N:15]([CH2:27][CH2:28][N:29]([CH2:32][CH3:33])[CH2:30][CH3:31])[C:16](=[O:26])[N:17]([C:19]3[CH:24]=[CH:23][CH:22]=[CH:21][C:20]=3[Cl:25])[CH2:18][C:12]2=[CH:11][N:10]=1)=[O:39])[C:2]1[CH:7]=[CH:6][CH:5]=[CH:4][CH:3]=1. Reported procedure: Oxidation of the 7-benzylthio-3-(2-chlorophenyl)-1-(2-diethylaminoethyl)-3,4-dihydropyrimido[4,5-d]pyrimidin-2(1H)-one was accomplished using 3-chloroperoxybenzoic acid (0.339 g, 1.96 mmol) in dichloromethane with stirring at room temperature for 1 hour. The reaction was quenched with 10% sodium sulfite solution (aq, 5 mL), poured into saturated aqueous sodium bicarbonate, and extracted with dichloromethane. The combined extracts were dried with magnesium sulfate and concentrated in vacuo to pro... Starting materials: CCO, CC(C)=O, O, Cc1ccc2cccc(O)c2n1, O=Cc1ccco1. The product is Oc1cccc2ccc(C=Cc3ccco3)nc12. RXN SMILES: [CH3:20][CH2:21][OH:22].[CH3:24][C:25](=[O:26])[CH3:27].[OH2:23].[OH:1][c:2]1[cH:3][cH:4][cH:5][c:6]2[cH:7][cH:8][c:9]([CH3:12])[n:10][c:11]12.[o:13]1[c:14]([CH:18]=[O:19])[cH:15][cH:16][cH:17]1>>[OH:1][c:2]1[cH:3][cH:4][cH:5][c:6]2[cH:7][cH:8][c:9]([CH:12]=[CH:18][c:14]3[o:13][cH:17][cH:16][cH:15]3)[n:10][c:11]12. The reactants are 553, BrC1=C2C=CC=CC2=C(C=2C3=C(SC21)C=CC=C3)C3=CC=C(C=C3)O (4-(6-Bromo-benzo[b]naphtho[2,3-d]thiophen-11-yl)-phenol), O[C@@H](C(=O)OC)CC1=CC=CC=C1 ((R)-2-Hydroxy -3-phenylpropionic acid, methyl ester), 569, BrBr (bromine), P(=O)(O)(O)[O-].[K+] (potassium dihydrogen phosphate). Run in C(Cl)(Cl)Cl (CHCl3). Product: BrC1=C2C=CC=CC2=C(C=2C3=C(SC21)C=CC=C3)C3=CC=C(O[C@H](C(=O)O)CC2=CC=CC=C2)C=C3 ((S)-2-[4-(6-bromo-benzo[b]naphtho[2,3-d]thiophen-11-yl)-phenoxy]-3-phenyl-propionic acid). As a reaction SMILES: [Br:1][C:2]1[C:14]2[S:13][C:12]3[CH:15]=[CH:16][CH:17]=[CH:18][C:11]=3[C:10]=2[C:9]([C:19]2[CH:24]=[CH:23][C:22]([OH:25])=[CH:21][CH:20]=2)=[C:8]2[C:3]=1[CH:4]=[CH:5][CH:6]=[CH:7]2.O[C@H:27]([CH2:32][C:33]1[CH:38]=[CH:37][CH:36]=[CH:35][CH:34]=1)[C:28]([O:30]C)=[O:29].BrBr.P([O-])(O)(O)=O.[K+]>C(Cl)(Cl)Cl>[Br:1][C:2]1[C:14]2[S:13][C:12]3[CH:15]=[CH:16][CH:17]=[CH:18][C:11]=3[C:10]=2[C:9]([C:19]2[CH:20]=[CH:21][C:22]([O:25][C@@H:27]([CH2:32][C:33]3[CH:38]=[CH:37][CH:36]=[CH:35][CH:34]=3)[C:28]([OH:30])=[O:29])=[CH:23][CH:24]=2)=[C:8]2[C:3]=1[CH:4]=[CH:5][CH:6]=[CH:7]2 |f:3.4|. Procedure details: Prepared from 4-(6-bromo-benzo[b]naphtho[2,3-d]thiophen-11-yl)-phenol (Example 41) and (R)-2-hydroxy-3-phenylpropionic acid, methyl ester (Example 97). White solid: [a]D25=+17.94° (10.30 mg/mL CHCl3): NMR (CDCl3); δ8.31 (ddd, J=8, 1, 1 Hz, 1 H), 7.76 (ddd., J=8, 1, 1 Hz, 1 H), 7.60 (ddd, J=8, 8, 1 Hz, 1 H), 7.54 (d, J=8 Hz, 1 H), 7.44-7.29 (m, 6 H), 7.24-7.20 (m, 4 H), 7.19-7.04 (m, 3 H), 6.62 (d, J=8 Hz, 1 H), 5.08 (dd, J=7, 5 Hz, 1 H), 3.44 (d, J=5 Hz, 1 H), 3.43 (d, J=7 Hz, 1 H); MS (FAB+): [... Reactants: C(C)OC(CC1=CC=C(C=C1)N1C=NC2=C1C=CC(=C2)Br)=O ([4-(5-bromo-benzoimidazol-1-yl)-phenyl]-acetic acid ethyl ester), COC1=CC=C(C=C1)B(O)O (4-methoxyphenylboronic acid), C(=O)([O-])[O-].[Na+].[Na+] (Na2CO3), B(O)O (boronic acid). Reagents/catalysts: C1=CC=C(C=C1)P([C-]2C=CC=C2)C3=CC=CC=C3.C1=CC=C(C=C1)P([C-]2C=CC=C2)C3=CC=CC=C3.Cl[Pd]Cl.[Fe+2] (PdCl2(dppf)). Solvent: C1(=CC=CC=C1)C.CCO (toluene EtOH), CCO (EtOH), CCOC(=O)C (EtOAc), O (H2O). Product: C(C)OC(CC1=CC=C(C=C1)N1C=NC2=C1C=CC(=C2)C2=CC=C(C=C2)OC)=O ({4-[5-(4-Methoxy-phenyl)-benzoimidazol-1-yl]-phenyl}-acetic acid ethyl ester). Reaction SMILES: [CH2:1]([O:3][C:4](=[O:22])[CH2:5][C:6]1[CH:11]=[CH:10][C:9]([N:12]2[C:16]3[CH:17]=[CH:18][C:19](Br)=[CH:20][C:15]=3[N:14]=[CH:13]2)=[CH:8][CH:7]=1)[CH3:2].[CH3:23][O:24][C:25]1[CH:30]=[CH:29][C:28](B(O)O)=[CH:27][CH:26]=1.C([O-])([O-])=O.[Na+].[Na+].B(O)O>C1(C)C=CC=CC=1.CCO.CCO.CCOC(C)=O.O.C1C=CC(P(C2C=CC=CC=2)[C-]2C=CC=C2)=CC=1.C1C=CC(P(C2C=CC=CC=2)[C-]2C=CC=C2)=CC=1.Cl[Pd]Cl.[Fe+2]>[CH2:1]([O:3][C:4](=[O:22])[CH2:5][C:6]1[CH:11]=[CH:10][C:9]([N:12]2[C:16]3[CH:17]=[CH:18][C:19]([C:28]4[CH:29]=[CH:30][C:25]([O:24][CH3:23])=[CH:26][CH:27]=4)=[CH:20][C:15]=3[N:14]=[CH:13]2)=[CH:8][CH:7]=1)[CH3:2] |f:2.3.4,6.7,11.12.13.14|. Reported procedure: A mixture of [4-(5-bromo-benzoimidazol-1-yl)-phenyl]-acetic acid ethyl ester (0.300 g, 0.84 mmol), 4-methoxyphenylboronic acid (0.152 g, 1.00 mmol, 1.2 equiv), PdCl2(dppf) (18 mg, 0.025 mmol, 0.03 equiv), Na2CO3 (2 M solution in H2O, 1.7 mL, 3.34 mmol, 4 equiv) in toluene/EtOH (12 mL; 5:1, v/v) is stirred and refluxed for 2 h. After further addition of boronic acid (0.100 g, 0.66 mmol) in EtOH (1 mL), the reaction mixture is stirred and refluxed for 30 min, allowed to cool to rt, diluted with Et...